Dataset: the Open Reaction Database (ORD), a public repository of structured organic reaction records. Task: describe an organic reaction: reactants, conditions, products, and yield The reactants are COc1cc2c(Oc3ccc4[nH]c(C)cc4c3F)ncnc2cc1OCCOCCBr, CC(=O)N1CCNCC1, CN(C)C=O, CCOC(C)=O. The product is COc1cc2c(Oc3ccc4[nH]c(C)cc4c3F)ncnc2cc1OCCOCCN1CCN(C(C)=O)CC1. As a reaction SMILES: [Br:1][CH2:2][CH2:3][O:4][CH2:5][CH2:6][O:7][c:8]1[c:9]([O:30][CH3:31])[cH:10][c:11]2[c:12]([O:18][c:19]3[c:20]([F:29])[c:21]4[cH:22][c:23]([CH3:28])[nH:24][c:25]4[cH:26][cH:27]3)[n:13][cH:14][n:15][c:16]2[cH:17]1.[C:32]([CH3:33])(=[O:34])[N:35]1[CH2:36][CH2:37][NH:38][CH2:39][CH2:40]1.[CH3:41][N:42]([CH3:43])[CH:44]=[O:45].[CH3:46][CH2:47][O:48][C:49](=[O:50])[CH3:51]>>[CH2:2]([CH2:3][O:4][CH2:5][CH2:6][O:7][c:8]1[c:9]([O:30][CH3:31])[cH:10][c:11]2[c:12]([O:18][c:19]3[c:20]([F:29])[c:21]4[cH:22][c:23]([CH3:28])[nH:24][c:25]4[cH:26][cH:27]3)[n:13][cH:14][n:15][c:16]2[cH:17]1)[N:38]1[CH2:37][CH2:36][N:35]([C:32]([CH3:33])=[O:34])[CH2:40][CH2:39]1.